Dataset: the Open Reaction Database (ORD), a public repository of structured organic reaction records. Task: describe an organic reaction: reactants, conditions, products, and yield Reactants: [Br-], CC[Mg+], CCCc1cc(C(=O)CC)ccc1-c1cc(CCc2ccc(CO)c(CO)c2)ccc1C. The product is CCCc1cc(C(O)(CC)CC)ccc1-c1cc(CCc2ccc(CO)c(CO)c2)ccc1C. Reaction SMILES: [Br-:33].[CH2:34]([CH3:35])[Mg+:36].[OH:1][CH2:2][c:3]1[cH:4][c:5]([CH2:11][CH2:12][c:13]2[cH:14][cH:15][c:16]([CH3:32])[c:17](-[c:19]3[c:20]([CH2:29][CH2:30][CH3:31])[cH:21][c:22]([C:25]([CH2:26][CH3:27])=[O:28])[cH:23][cH:24]3)[cH:18]2)[cH:6][cH:7][c:8]1[CH2:9][OH:10]>>[OH:1][CH2:2][c:3]1[cH:4][c:5]([CH2:11][CH2:12][c:13]2[cH:14][cH:15][c:16]([CH3:32])[c:17](-[c:19]3[c:20]([CH2:29][CH2:30][CH3:31])[cH:21][c:22]([C:25]([CH2:26][CH3:27])([OH:28])[CH2:34][CH3:35])[cH:23][cH:24]3)[cH:18]2)[cH:6][cH:7][c:8]1[CH2:9][OH:10]. The reactants are Cc1ccc(Br)cc1, C1CCOC1, COc1ccccc1C1=NC(C)(C)CO1, [Mg]. The product is Cc1ccc(-c2ccccc2C2=NC(C)(C)CO2)cc1. As a reaction SMILES: [Br:2][c:3]1[cH:4][cH:5][c:6]([CH3:9])[cH:7][cH:8]1.[CH2:25]1[O:26][CH2:27][CH2:28][CH2:29]1.[CH3:10][C:11]1([CH3:24])[N:12]=[C:13]([c:16]2[c:17]([O:22][CH3:23])[cH:18][cH:19][cH:20][cH:21]2)[O:14][CH2:15]1.[Mg:1]>>[c:3]1(-[c:17]2[c:16]([C:13]3=[N:12][C:11]([CH3:10])([CH3:24])[CH2:15][O:14]3)[cH:21][cH:20][cH:19][cH:18]2)[cH:4][cH:5][c:6]([CH3:9])[cH:7][cH:8]1. Starting materials: CC[N+](CC)(CC)Cc1ccccc1, CN1CCCCC1CCCl, [Cl-], ClCCl, Oc1ccc(Cl)cc1, [Na+], [OH-]. Product: CN1CCCCC1CCOc1ccc(Cl)cc1. Reaction SMILES: [CH2:22]([N+:23]([CH2:24][CH3:25])([CH2:26][CH3:27])[CH2:28][c:29]1[cH:30][cH:31][cH:32][cH:33][cH:34]1)[CH3:35].[CH3:11][N:12]1[CH:13]([CH2:18][CH2:19][Cl:20])[CH2:14][CH2:15][CH2:16][CH2:17]1.[Cl-:21].[Cl:36][CH2:37][Cl:38].[Cl:3][c:4]1[cH:5][cH:6][c:7]([OH:10])[cH:8][cH:9]1.[Na+:2].[OH-:1]>>[Cl:3][c:4]1[cH:5][cH:6][c:7]([O:10][CH2:19][CH2:18][CH:13]2[N:12]([CH3:11])[CH2:17][CH2:16][CH2:15][CH2:14]2)[cH:8][cH:9]1. Reactants: C1CCOC1, COC(=O)C(C)(C)Oc1ccccc1Oc1ccc([N+](=O)[O-])cc1, CO, [Na+], [OH-]. Yields the product CC(C)(Oc1ccccc1Oc1ccc([N+](=O)[O-])cc1)C(=O)O. As a reaction SMILES: [CH2:27]1[O:28][CH2:29][CH2:30][CH2:31]1.[CH3:1][O:2][C:3]([C:4]([CH3:5])([O:6][c:7]1[c:8]([O:13][c:14]2[cH:15][cH:16][c:17]([N+:20](=[O:21])[O-:22])[cH:18][cH:19]2)[cH:9][cH:10][cH:11][cH:12]1)[CH3:23])=[O:24].[CH3:32][OH:33].[Na+:26].[OH-:25]>>[O:2]=[C:3]([C:4]([CH3:5])([O:6][c:7]1[c:8]([O:13][c:14]2[cH:15][cH:16][c:17]([N+:20](=[O:21])[O-:22])[cH:18][cH:19]2)[cH:9][cH:10][cH:11][cH:12]1)[CH3:23])[OH:24].